This data is from the Open Reaction Database (ORD), a public repository of structured organic reaction records. The task is: describe an organic reaction: reactants, conditions, products, and yield The reactants are [Si](C)(C)(C(C)(C)C)ON(C(=O)N1C(CCC1)=O)C (1-(N-tert-butyldimethylsilyloxy-N-methylcarbamoyl)pyrrolidin-2-one), C[Si](C)(C)[N-][Si](C)(C)C.[Li+] (lithium bis(trimethylsilyl)amide), Cl (hydrochloric acid), COC(C1=CC(=C(C(=C1)C(C)(C)C)OCOC)C(C)(C)C)=O (methyl-3,5-di-tert-butyl-4-methoxymethyloxybenzoate). The solvent is C1CCOC1 (THF), C(C)(=O)OCC (ethyl acetate), C(C)(=O)OCC (ethyl acetate), C1CCOC1 (THF), C1CCOC1 (THF), CC(=O)C (acetone). Run at time 1 hour. Yields the product ON(C(=O)N1C(C(CC1)C(C1=CC(=C(C(=C1)C(C)(C)C)O)C(C)(C)C)=O)=O)C (1-(N-Hydroxy-N-methylcarbamoyl)-3-(3,5-di-tert-butyl-4-hydroxybenzoyl)pyrrolidin-2-one). Isolated yield 10.0%. RXN SMILES: [Si]([O:8][N:9]([CH3:18])[C:10]([N:12]1[CH2:16][CH2:15][CH2:14][C:13]1=[O:17])=[O:11])(C(C)(C)C)(C)C.C[Si]([N-][Si](C)(C)C)(C)C.[Li+].C[O:30][C:31](=O)[C:32]1[CH:37]=[C:36]([C:38]([CH3:41])([CH3:40])[CH3:39])[C:35]([O:42]COC)=[C:34]([C:46]([CH3:49])([CH3:48])[CH3:47])[CH:33]=1.Cl>C1COCC1.CC(C)=O.C(OCC)(=O)C>[OH:8][N:9]([CH3:18])[C:10]([N:12]1[CH2:16][CH2:15][CH:14]([C:31](=[O:30])[C:32]2[CH:37]=[C:36]([C:38]([CH3:39])([CH3:40])[CH3:41])[C:35]([OH:42])=[C:34]([C:46]([CH3:49])([CH3:48])[CH3:47])[CH:33]=2)[C:13]1=[O:17])=[O:11] |f:1.2|. Procedure: To a chilled solution (-78° C.) of 2 g (7.34 mmol) of the thus obtained 1-(N-tert-butyldimethylsilyloxy-N-methylcarbamoyl)pyrrolidin-2-one in THF (5 ml) was added 8.1 ml (8.1 mmol) of a THF solution of 1.0M lithium bis(trimethylsilyl)amide under a nitrogen atmosphere, and the mixture was stirred for 1 hour. To the reaction mixture was dropwise added 5 ml of a THF solution of 1.55 g (5 mmol) of methyl-3,5-di-tert-butyl-4-methoxymethyloxybenzoate while being stirred at room temperature for 20 hour... Starting materials: C([O-])([O-])=O.[K+].[K+] (potassium carbonate), C(CCS)S (1,3-propanedithiol), FC1=CC=C(C=C1)C(C(CC)(CC1=CC=CC=C1)N(C)C)=O (1-(4-fluorophenyl)-2-dimethylamino-2-benzyl-butan-1-one). The solvent is CC(=O)N(C)C (dimethylacetamide), CC(=O)N(C)C (dimethylacetamide). Conditions: temperature 50 celsius, time 12 hour. Yields the product SCCCSC1=CC=C(C=C1)C(C(CC)(CC1=CC=CC=C1)N(C)C)=O (1-[4-(3-Mercaptopropylthio)phenyl]-2-dimethylamino-2-benzyl-butan-1-one). RXN SMILES: [CH2:1]([SH:5])[CH2:2][CH2:3][SH:4].C(=O)([O-])[O-].[K+].[K+].F[C:13]1[CH:18]=[CH:17][C:16]([C:19](=[O:33])[C:20]([N:30]([CH3:32])[CH3:31])([CH2:23][C:24]2[CH:29]=[CH:28][CH:27]=[CH:26][CH:25]=2)[CH2:21][CH3:22])=[CH:15][CH:14]=1>CC(N(C)C)=O>[SH:4][CH2:3][CH2:2][CH2:1][S:5][C:13]1[CH:14]=[CH:15][C:16]([C:19](=[O:33])[C:20]([N:30]([CH3:32])[CH3:31])([CH2:23][C:24]2[CH:25]=[CH:26][CH:27]=[CH:28][CH:29]=2)[CH2:21][CH3:22])=[CH:17][CH:18]=1 |f:1.2.3|. Reported procedure: 32.5 g (0.3 mol) of 1,3-propanedithiol are dissolved in 50 ml of dry dimethylacetamide, and the solution is heated to about 50° C. together with 13.8 g (0.1 mol) of potassium carbonate. 15.0 g (0.05 mol) of 1-(4-fluorophenyl)-2-dimethylamino-2-benzyl-butan-1-one in 30 ml of dry dimethylacetamide are added dropwise. The suspension is stirred at 50° C. overnight (about 12 hours), then the solid is filtered off. The excess 1,3-propanedithiol and dimethylacetamide are distilled off. To the residue i... The reactants are [N+](=O)([O-])C1=CC=C(C=C1)CSC1=NSC(=N1)S (3-(4-nitrophenylmethylthio)-5-mercapto-1,2,4-thiadiazole), [Na] (sodium), BrCCC(=C(F)F)F (4-bromo-1,1,2-trifluoro-1-butene). Run in C(Cl)Cl (methylene chloride), C(C)O (ethanol). Run at time 1 hour. Product: [N+](=O)([O-])C1=CC=C(C=C1)CSC1=NSC(=N1)SCCC(=C(F)F)F (3-(4-nitrophenylmethylthio)-5-(3,4,4-trifluoro-3-butenylthio)-1,2,4-thiadiazole). The yield is 62.8%. As a reaction SMILES: [Na].[N+:2]([C:5]1[CH:10]=[CH:9][C:8]([CH2:11][S:12][C:13]2[N:17]=[C:16]([SH:18])[S:15][N:14]=2)=[CH:7][CH:6]=1)([O-:4])=[O:3].Br[CH2:20][CH2:21][C:22]([F:26])=[C:23]([F:25])[F:24]>C(O)C.C(Cl)Cl>[N+:2]([C:5]1[CH:10]=[CH:9][C:8]([CH2:11][S:12][C:13]2[N:17]=[C:16]([S:18][CH2:20][CH2:21][C:22]([F:26])=[C:23]([F:25])[F:24])[S:15][N:14]=2)=[CH:7][CH:6]=1)([O-:4])=[O:3] |^1:0|. Procedure: A solution of 0.25 gram (0.011 mole) of sodium in 35 ml of ethanol was stirred and 2.7 grams (0.0095 mole) of 3-(4-nitrophenylmethylthio)-5-mercapto-1,2,4-thiadiazole was added. Upon completion of addition the reaction mixture was stirred at ambient temperature for one hour. The ethanol solvent was removed under reduced pressure. The residue was dissolved in 35 ml of methyl ethyl ketone and 1.6 grams (0.0085 mole) of 4-bromo-1,1,2-trifluoro-1-butene was added. Upon completion of addition the rea... Reactants: O=C1CCC(=O)N1Br, ClC(Cl)(Cl)Cl, Cc1ccc(-c2cccc(Cl)n2)cc1, CC(C)(C#N)N=NC(C)(C)C#N. Yields the product Clc1cccc(-c2ccc(CBr)cc2)n1. Reaction SMILES: [Br:15][N:16]1[C:17](=[O:18])[CH2:19][CH2:20][C:21]1=[O:22].[C:35]([Cl:36])([Cl:37])([Cl:38])[Cl:39].[Cl:1][c:2]1[n:3][c:4](-[c:8]2[cH:9][cH:10][c:11]([CH3:14])[cH:12][cH:13]2)[cH:5][cH:6][cH:7]1.[N:23]([C:24]([CH3:25])([CH3:26])[C:27]#[N:28])=[N:29][C:30]([CH3:31])([CH3:32])[C:33]#[N:34]>>[Cl:1][c:2]1[n:3][c:4](-[c:8]2[cH:9][cH:10][c:11]([CH2:14][Br:15])[cH:12][cH:13]2)[cH:5][cH:6][cH:7]1. Starting materials: ClCC(CS(=O)(=O)O)O (3-chloro-2-hydroxy-propane sulfonic acid), [Na] (sodium), C1CC2CC1CC2N (exo-2-aminonorbornane), [OH-].[Na+] (sodium hydroxide). Run in O1CCOCC1 (1,4-dioxane), O (water), O1CCOCC1 (1,4-dioxane), O (water). Run at temperature 80 celsius, time 5 hour. Product: C12C(CC(CC1)C2)NCC(CS(=O)(=O)O)O (3-(bicyclo[2.2.1]hept-2-ylamino)-2-hydroxy-1-propanesulfonic acid). Isolated yield 17.0%. RXN SMILES: [CH2:1]1[CH:5]2[CH2:6][CH:7]([NH2:8])[CH:3]([CH2:4]2)[CH2:2]1.[OH-].[Na+].Cl[CH2:12][CH:13]([OH:19])[CH2:14][S:15]([OH:18])(=[O:17])=[O:16].[Na]>O1CCOCC1.O>[CH:3]12[CH2:4][CH:5]([CH2:1][CH2:2]1)[CH2:6][CH:7]2[NH:8][CH2:12][CH:13]([OH:19])[CH2:14][S:15]([OH:18])(=[O:17])=[O:16] |f:1.2,^1:19|. Reported procedure: To an 80° C. solution of exo-2-aminonorbornane (910 mg, 8.2 mmol) and sodium hydroxide (242 mg, 6.1 mmol) in 1,4-dioxane (4 mL) and water (4 mL) was added via syringe pump (1 hour addition) a solution of 3-chloro-2-hydroxy-propane sulfonic acid, sodium salt (1.09 g, 5.5 mmol) in 1,4-dioxane (0.5 mL) and water (5.5 mL). The solution was stirred at 80° C. for an additional 5 hours. The reaction was cooled to room temperature. The solvent was evaporated under reduced pressure. The solid was suspend... Starting materials: CC1=CC=C(C=C1)S(=O)(=O)OC[C@H]1COC=2C(=C3C=C(NC3=CC2)C)O1 ([(2R)-8-methyl-2,3-dihydro-7H-[1,4]dioxino[2,3-e]indol-2-yl]methyl 4-methylbenzenesulfonate), N1CCC(=CC1)C1=CNC2=CC=CC=C12 (3-(1,2,3,6-tetrahydro-4-pyridinyl)-1H-indole). Solvent: CS(=O)C (DMSO), C(C)(=O)OCC (ethyl acetate). Product: N1C=C(C2=CC=CC=C12)C=1CCN(CC1)CC1COC=2C(=C3C=C(NC3=CC2)C)O1 (2-[(4-(1H-Indol-3-yl)-3,6-dihydropyridin-1(2H)-yl)methyl]-8-methyl-2,3-dihydro-7H-[1,4]dioxino[2,3-e]indole). Reaction SMILES: CC1C=CC(S(O[CH2:12][C@@H:13]2[O:26][C:17]3=[C:18]4[C:22](=[CH:23][CH:24]=[C:16]3[O:15][CH2:14]2)[NH:21][C:20]([CH3:25])=[CH:19]4)(=O)=O)=CC=1.[NH:27]1[CH2:32][CH:31]=[C:30]([C:33]2[C:41]3[C:36](=[CH:37][CH:38]=[CH:39][CH:40]=3)[NH:35][CH:34]=2)[CH2:29][CH2:28]1>CS(C)=O.C(OCC)(=O)C>[NH:35]1[C:36]2[C:41](=[CH:40][CH:39]=[CH:38][CH:37]=2)[C:33]([C:30]2[CH2:31][CH2:32][N:27]([CH2:12][CH:13]3[O:26][C:17]4=[C:18]5[C:22](=[CH:23][CH:24]=[C:16]4[O:15][CH2:14]3)[NH:21][C:20]([CH3:25])=[CH:19]5)[CH2:28][CH:29]=2)=[CH:34]1. Reported procedure: A solution of 0.55 g (1.5 mmole) of [(2R)-8-methyl-2,3-dihydro-7H-[1,4]dioxino[2,3-e]indol-2-yl]methyl 4-methylbenzenesulfonate and 0.50 g (2.5 mmole) of 3-(1,2,3,6-tetrahydro-4-pyridinyl)-1H-indole in 6.0 mL of DMSO was heated at 65-7° C. for 4 hours. The mixture was diluted with 300 mL of ethyl acetate, washed with 200 ml portions of saturated aqueous sodium bicarbonate and saturated brine, dried over magnesium sulfate, filtered and concentrated in vacuum. The residue was column chromatographe...